From a dataset of the Open Reaction Database (ORD), a public repository of structured organic reaction records. describe an organic reaction: reactants, conditions, products, and yield As a reaction SMILES: C[O:2][C:3](=[O:11])[C:4]1[C:5](=[CH:7][CH:8]=[CH:9][CH:10]=1)[NH2:6].[CH3:12][O:13][C:14]1[CH:21]=[CH:20][C:17]([CH:18]=O)=[CH:16][CH:15]=1>>[CH3:12][O:13][C:14]1[CH:21]=[CH:20][C:17]([CH2:18][NH:6][C:5]2[CH:7]=[CH:8][CH:9]=[CH:10][C:4]=2[C:3]([OH:2])=[O:11])=[CH:16][CH:15]=1. The reactants are 1J, COC(C=1C(N)=CC=CC1)=O (anthranilic acid methyl ester), COC1=CC=C(C=O)C=C1 (4-methoxybenzaldehyde). Yields the product COC1=CC=C(CNC2=C(C(=O)O)C=CC=C2)C=C1 (2-(4-Methoxy-benzylamino)-benzoic acid). Procedure details: Prepared by a similar procedure as described for preparation 1J, starting from anthranilic acid methyl ester and 4-methoxybenzaldehyde. 13C-NMR (DMSO-d6) δ 169.9, 158.2, 150.6, 134.2, 131.6, 131.0, 128.3, 114.3, 113.9, 111.6, 110.2, 54.9, 45.3. The reagents and catalysts are C(C)(=O)[O-].[Cu+2].C(C)(=O)[O-] (copper (II) acetate). Run at time 3 day. Yields the product C(C)(C)(C)OC(=O)N1CCN(CC1)C1=NC=2N(C(N(C(C2N1C1=C(C=CC=C1)OC)=O)CC(=O)OCC)=O)C (4-[7-(2-Methoxyphenyl)-1-(ethoxycarbonylmethyl)-3-methyl-2,6-dioxo-2,3,6,7-tetrahydro-1H-purin-8-yl]piperazine-1-carboxylic acid tert-butyl ester). Reactants: C(C)(C)(C)OC(=O)N1CCN(CC1)C1=NC=2N(C(N(C(C2N1)=O)CC(=O)OCC)=O)C (4-[1-(Ethoxycarbonylmethyl)-3-methyl-2,6-dioxo-2,3,6,7-tetrahydro-1H-purin-8-yl]piperazine-1-carboxylic acid tert-butyl ester), COC1=C(C=CC=C1)B(O)O (2-methoxyphenyl boronic acid), N1=CC=CC=C1 (pyridine). Procedure details: 4-[1-(Ethoxycarbonylmethyl)-3-methyl-2,6-dioxo-2,3,6,7-tetrahydro-1H-purin-8-yl]piperazine-1-carboxylic acid tert-butyl ester, 2-methoxyphenyl boronic acid (60 mg), and copper (II) acetate (200 mg) were dissolved in anhydrous tetrahydrofuran (5 ml), and pyridine (0.2 ml) was added thereto. The reaction mixture was stirred at room temperature for 3 days, filtered through a short column packed with NH-silica gel, and the filtrate was concentrated. The residue was purified by silica gel column chro... As a reaction SMILES: [C:1]([O:5][C:6]([N:8]1[CH2:13][CH2:12][N:11]([C:14]2[NH:22][C:21]3[C:20](=[O:23])[N:19]([CH2:24][C:25]([O:27][CH2:28][CH3:29])=[O:26])[C:18](=[O:30])[N:17]([CH3:31])[C:16]=3[N:15]=2)[CH2:10][CH2:9]1)=[O:7])([CH3:4])([CH3:3])[CH3:2].[CH3:32][O:33][C:34]1[CH:39]=[CH:38][CH:37]=[CH:36][C:35]=1B(O)O.N1C=CC=CC=1>O1CCCC1.C([O-])(=O)C.[Cu+2].C([O-])(=O)C>[C:1]([O:5][C:6]([N:8]1[CH2:13][CH2:12][N:11]([C:14]2[N:22]([C:35]3[CH:36]=[CH:37][CH:38]=[CH:39][C:34]=3[O:33][CH3:32])[C:21]3[C:20](=[O:23])[N:19]([CH2:24][C:25]([O:27][CH2:28][CH3:29])=[O:26])[C:18](=[O:30])[N:17]([CH3:31])[C:16]=3[N:15]=2)[CH2:10][CH2:9]1)=[O:7])([CH3:3])([CH3:4])[CH3:2] |f:4.5.6|. Solvent: O1CCCC1 (tetrahydrofuran). The reactants are FC(C=1C=C(C=CC1F)B1OC(C(O1)(C)C)(C)C)F (2-(3-difluoromethyl-4-fluoro-phenyl)-4,4,5,5-tetramethyl-[1,3,2]dioxaborolane), ClC=1C=C(N=NC1)CN1C(=NC=C1)C (5-chloro-3-(2-methyl-imidazol-1-yl-methyl)-pyridazine). The product is Cl.FC(C=1C=C(C=CC1F)C=1C=C(N=NC1)CN1C(=NC=C1)C)F (5-(3-Difluoromethyl-4-fluoro-phenyl)-3-(2-methyl-imidazol-1-yl-methyl)-pyridazine hydrochloride). Reaction SMILES: [F:1][CH:2]([F:19])[C:3]1[CH:4]=[C:5](B2OC(C)(C)C(C)(C)O2)[CH:6]=[CH:7][C:8]=1[F:9].[Cl:20][C:21]1[CH:22]=[C:23]([CH2:27][N:28]2[CH:32]=[CH:31][N:30]=[C:29]2[CH3:33])[N:24]=[N:25][CH:26]=1>>[ClH:20].[F:19][CH:2]([F:1])[C:3]1[CH:4]=[C:5]([C:21]2[CH:22]=[C:23]([CH2:27][N:28]3[CH:32]=[CH:31][N:30]=[C:29]3[CH3:33])[N:24]=[N:25][CH:26]=2)[CH:6]=[CH:7][C:8]=1[F:9] |f:2.3|. Procedure: The title compound, MS: m/e=319.4 (M+H+), was prepared from 2-(3-difluoromethyl-4-fluoro-phenyl)-4,4,5,5-tetramethyl-[1,3,2]dioxaborolane and 5-chloro-3-(2-methyl-imidazol-1-yl-methyl)-pyridazine. The reactants are ClC1=CC=NC=2C3N(CCC12)C(CNC(C3)=O)=O (4-chloro-5,6,9,10,12,12a-hexahydro-[1,4]diazepino[1,7-h][1,7]naphthyridine-8,11-dione), FC1=NC=C(C=C1)[Sn](CCCC)(CCCC)CCCC (2-fluoro-5-(tributylstannyl)pyridine), O1CCOCC1 (dioxane). Reaction conditions: temperature 150 celsius. The product is FC1=CC=C(C=N1)C1=CC=NC=2C3N(CCC12)C(CNC(C3)=O)=O (4-(6-fluoropyridin-3-yl)-5,6,9,10,12,12a-hexahydro-[1,4]diazepino[1,7-h][1,7]naphthyridine-8,11-dione). The yield is 39.2%. RXN SMILES: Cl[C:2]1[C:11]2[CH2:10][CH2:9][N:8]3[C:12](=[O:18])[CH2:13][NH:14][C:15](=[O:17])[CH2:16][CH:7]3[C:6]=2[N:5]=[CH:4][CH:3]=1.[F:19][C:20]1[CH:25]=[CH:24][C:23]([Sn](CCCC)(CCCC)CCCC)=[CH:22][N:21]=1.O1CCOCC1>>[F:19][C:20]1[N:21]=[CH:22][C:23]([C:2]2[C:11]3[CH2:10][CH2:9][N:8]4[C:12](=[O:18])[CH2:13][NH:14][C:15](=[O:17])[CH2:16][CH:7]4[C:6]=3[N:5]=[CH:4][CH:3]=2)=[CH:24][CH:25]=1. Reported procedure: 94-10. To a degassed solution of 4-chloro-5,6,9,10,12,12a-hexahydro-[1,4]diazepino[1,7-h][1,7]naphthyridine-8,11-dione (66 mg, 0.25 mmol) and 2-fluoro-5-(tributylstannyl)pyridine (120 mg, 0.31 mmol) in dioxane (2 mL) Pd(PPh3)4 (15 mg, 0.012 mmol) was added and the mixture was heated in the microwave at 150° C. for 5 h. The solvent was removed under reduced pressure. The crude product was purified by flash-column chromatography over silicagel (Biotage Isolera Four, eluent: from 2% MeOH in AcOEt t... RXN SMILES: [C:1]([O:2][C:3]([CH3:4])([CH3:5])[CH3:6])([O:7][c:8]1[cH:9][c:10](-[c:19]2[cH:20][c:21]([I:25])[cH:22][cH:23][cH:24]2)[n:11][n:12]1-[c:13]1[n:14][cH:15][cH:16][cH:17][cH:18]1)=[O:26].[CH2:27]([c:28]1[cH:29][cH:30][cH:31][cH:32][cH:33]1)[O:34][c:35]1[cH:36][cH:37][c:38]([B:41]([OH:42])[OH:43])[cH:39][cH:40]1.[OH:44][B:45]([c:46]1[cH:47][cH:48][cH:49][cH:50][cH:51]1)[OH:52]>>[C:1]([O:2][C:3]([CH3:4])([CH3:5])[CH3:6])([O:7][c:8]1[cH:9][c:10](-[c:19]2[cH:20][c:21](-[c:38]3[cH:37][cH:36][c:35]([O:34][CH2:27][c:28]4[cH:29][cH:30][cH:31][cH:32][cH:33]4)[cH:40][cH:39]3)[cH:22][cH:23][cH:24]2)[n:11][n:12]1-[c:13]1[n:14][cH:15][cH:16][cH:17][cH:18]1)=[O:26]. Product: CC(C)(C)OC(=O)Oc1cc(-c2cccc(-c3ccc(OCc4ccccc4)cc3)c2)nn1-c1ccccn1. Reactants: CC(C)(C)OC(=O)Oc1cc(-c2cccc(I)c2)nn1-c1ccccn1, OB(O)c1ccc(OCc2ccccc2)cc1, OB(O)c1ccccc1. The reactants are Cl (HCl), [OH-].[Na+] (NaOH), C(C)(C)(C)OC(=O)NC1(CC1)C=1NC(=CC1C(=O)OCC)C1=C2N=C(C(=NC2=CC=C1F)C)NC1CC1 (ethyl 2-(1-((tert-butoxycarbonyl)amino)cyclopropyl)-5-(3-(cyclopropylamino)-6-fluoro-2-methylquinoxalin-5-yl)-1H-pyrrole-3-carboxylate), LiOH monohydrate, O (Water). The solvent is O1CCOCC1 (1,4-dioxane), O1CCOCC1 (1,4-Dioxane). Reaction conditions: temperature 120 celsius, time 30 second. The product is Cl.NC1(CC1)C=1NC(=CC1C(=O)O)C1=C2N=C(C(=NC2=CC=C1F)C)NC1CC1 (2-(1-aminocyclopropyl)-5-(3-(cyclopropylamino)-6-fluoro-2-methylquinoxalin-5-yl)-1H-pyrrole-3-carboxylic acid hydrochloride). Isolated yield 95.0%. As a reaction SMILES: C(OC([NH:8][C:9]1([C:12]2[NH:13][C:14]([C:22]3[C:31]([F:32])=[CH:30][CH:29]=[C:28]4[C:23]=3[N:24]=[C:25]([NH:34][CH:35]3[CH2:37][CH2:36]3)[C:26]([CH3:33])=[N:27]4)=[CH:15][C:16]=2[C:17]([O:19]CC)=[O:18])[CH2:11][CH2:10]1)=O)(C)(C)C.O.[ClH:39].[OH-].[Na+]>O1CCOCC1>[ClH:39].[NH2:8][C:9]1([C:12]2[NH:13][C:14]([C:22]3[C:31]([F:32])=[CH:30][CH:29]=[C:28]4[C:23]=3[N:24]=[C:25]([NH:34][CH:35]3[CH2:37][CH2:36]3)[C:26]([CH3:33])=[N:27]4)=[CH:15][C:16]=2[C:17]([OH:19])=[O:18])[CH2:10][CH2:11]1 |f:3.4,6.7|. Reported procedure: A glass microwave reaction vessel was charged with ethyl 2-(1-((tert-butoxycarbonyl)amino)cyclopropyl)-5-(3-(cyclopropylamino)-6-fluoro-2-methylquinoxalin-5-yl)-1H-pyrrole-3-carboxylate (283d) (0.38 g, 0.76 mmol) and LiOH monohydrate (Fluka/Aldrich) (191 mg, 4.56 mmol) in 1,4-Dioxane (7 mL)/Water (3.5 mL). The reaction mixture was stirred and heated in a Discover model microwave reactor (CEM, Matthews, N.C.) at 120° C. for 20 min (100 watts, Powermax feature off). This material was transferred t...